From a dataset of the Open Reaction Database (ORD), a public repository of structured organic reaction records. describe an organic reaction: reactants, conditions, products, and yield Isolated yield 43.2%. Reactants: C1(CC1)C(=O)N (cyclopropanecarboxylic acid amide), ClCC(CCl)=O (1,3-dichloro-propan-2-one). Procedure details: A mixture of cyclopropanecarboxylic acid amide (5.0 g, 58.74 mmol) and 1,3-dichloro-propan-2-one (14.92 g, 117.49 mmol) was heated at 110° C. for 4 h. The mixture was cooled to room temperature and water (75 mL) was added and the mixture was extracted with dichloromethane (3×50 mL). The organic layer was dried over anhydrous sodium sulphate and evaporated in vacuo to get crude residue. After purification via column chromatography (100-200 silica gel, elution with 2% EtOAc in hexane), 4 g of 4-ch... As a reaction SMILES: [CH:1]1([C:4]([NH2:6])=[O:5])[CH2:3][CH2:2]1.[Cl:7][CH2:8][C:9](=O)[CH2:10]Cl>O>[Cl:7][CH2:8][C:9]1[N:6]=[C:4]([CH:1]2[CH2:3][CH2:2]2)[O:5][CH:10]=1. Run at temperature 110 celsius. Yields the product ClCC=1N=C(OC1)C1CC1 (4-chloromethyl-2-cyclopropyl-oxazole). Solvent: O (water). Reactants: C(C)(C)(C)[SiH2]OC(C1CC(N(C1)C1CCCCCC1)=O)(C)C (4-(tert-Butyl-dimethyl-silanyloxymethyl)-1-cycloheptyl-pyrrolidine-2-one), C[Si](C)(C)[N-][Si](C)(C)C.[Li+] (lithium bis(trimethylsilyl)amide), CI (methyl iodide). Run in O1CCCC1 (tetrahydrofuran), O1CCCC1 (tetrahydrofuran), O1CCCC1 (tetrahydrofuran). Run at time 2 hour. The product is C(C)(C)(C)[SiH2]OC(C1C(C(N(C1)C1CCCCCC1)=O)C)(C)C (4-(tert-Butyl-dimethyl-silanyloxymethyl)-1-cycloheptyl-3-methyl-pyrrolidin-2-one). Reaction SMILES: [C:1]([SiH2:5][O:6][C:7]([CH3:22])([CH3:21])[CH:8]1[CH2:12][N:11]([CH:13]2[CH2:19][CH2:18][CH2:17][CH2:16][CH2:15][CH2:14]2)[C:10](=[O:20])[CH2:9]1)([CH3:4])([CH3:3])[CH3:2].[CH3:23][Si]([N-][Si](C)(C)C)(C)C.[Li+].CI>O1CCCC1>[C:1]([SiH2:5][O:6][C:7]([CH3:22])([CH3:21])[CH:8]1[CH2:12][N:11]([CH:13]2[CH2:14][CH2:15][CH2:16][CH2:17][CH2:18][CH2:19]2)[C:10](=[O:20])[CH:9]1[CH3:23])([CH3:4])([CH3:2])[CH3:3] |f:1.2|. Procedure: A solution of Example 1B (1.09 g, 3.07 mmoles) in tetrahydrofuran (3.5 mL) was added drop wise to a solution of lithium bis(trimethylsilyl)amide in tetrahydrofuran (3.7 mL, 3.7 mmoles) at room temperature and stirred for two hours at that temperature. A solution of methyl iodide (0.54 g, 3.83 mmoles) in tetrahydrofuran (1 mL) was added drop wise to the reaction mixture at room temperature and stirred for another two hours. The reaction was quenched with 10% NH4Cl (25 mL) and extracted with ethyl... Starting materials: CN(C(C1=CC(=C(C(=C1)C)[N+](=O)[O-])C)=O)C (N,N,3,5-tetramethyl-4-nitrobenzamide), [H][H] (hydrogen). The reagents and catalysts are [Pd] (Palladium on carbon). Solvent: CO (methanol). Yields the product NC1=C(C=C(C(=O)N(C)C)C=C1C)C (4-Amino-N,N,3,5-tetramethylbenzamide). Reaction SMILES: [CH3:1][N:2]([CH3:16])[C:3](=[O:15])[C:4]1[CH:9]=[C:8]([CH3:10])[C:7]([N+:11]([O-])=O)=[C:6]([CH3:14])[CH:5]=1.[H][H]>[Pd].CO>[NH2:11][C:7]1[C:8]([CH3:10])=[CH:9][C:4]([C:3]([N:2]([CH3:16])[CH3:1])=[O:15])=[CH:5][C:6]=1[CH3:14]. Reported procedure: 10% Palladium on carbon (100 mg) is added to a solution of N,N,3,5-tetramethyl-4-nitrobenzamide (1 g) in methanol (10 mL) and the mixture is hydrogenated for 3 hours under 2 bar hydrogen pressure. Then the catalyst is filtered off and washed with methanol. The combined mother liquors are concentrated to give the title compound. Yield: 1 g; LC (method 20): tR=2.75 min; Mass spectrum (ESI+): m/z=193 [M+H]+. Reactants: Oc1ccc(Br)c(Cl)c1, CN(C)C=O, ClCc1ccccc1, [H-], [Na+]. The product is Clc1cc(OCc2ccccc2)ccc1Br. Reaction SMILES: [Br:1][c:2]1[c:3]([Cl:9])[cH:4][c:5]([OH:8])[cH:6][cH:7]1.[CH3:20][N:21]([CH3:22])[CH:23]=[O:24].[Cl:12][CH2:13][c:14]1[cH:15][cH:16][cH:17][cH:18][cH:19]1.[H-:10].[Na+:11]>>[Br:1][c:2]1[c:3]([Cl:9])[cH:4][c:5]([O:8][CH2:13][c:14]2[cH:15][cH:16][cH:17][cH:18][cH:19]2)[cH:6][cH:7]1. Starting materials: CCCCCCCCCCCC(=O)Cl, CCCCCCCCCCCC(=O)N=C=S, COc1cc2nccc(Oc3ccc(N)cc3)c2cc1OC, CCCCCCCCCCCC(=O)O, CCO, Cc1ccccc1, O=S(Cl)Cl. Product: CCCCCCCCCCCC(=O)NC(=S)Nc1ccc(Oc2ccnc3cc(OC)c(OC)cc23)cc1. Reaction SMILES: [C:19]([Cl:20])(=[O:21])[CH2:22][CH2:23][CH2:24][CH2:25][CH2:26][CH2:27][CH2:28][CH2:29][CH2:30][CH2:31][CH3:32].[C:33]([CH2:34][CH2:35][CH2:36][CH2:37][CH2:38][CH2:39][CH2:40][CH2:41][CH2:42][CH2:43][CH3:44])(=[O:45])[N:46]=[C:47]=[S:48].[CH3:49][O:50][c:51]1[cH:52][c:53]2[c:54]([O:63][c:64]3[cH:65][cH:66][c:67]([NH2:68])[cH:69][cH:70]3)[cH:55][cH:56][n:57][c:58]2[cH:59][c:60]1[O:61][CH3:62].[CH3:5][CH2:6][CH2:7][CH2:8][CH2:9][CH2:10][CH2:11][CH2:12][CH2:13][CH2:14][CH2:15][C:16](=[O:17])[OH:18].[CH3:71][CH2:72][OH:73].[CH3:74][c:75]1[cH:76][cH:77][cH:78][cH:79][cH:80]1.[S:1]([Cl:2])([Cl:3])=[O:4]>>[C:33]([CH2:34][CH2:35][CH2:36][CH2:37][CH2:38][CH2:39][CH2:40][CH2:41][CH2:42][CH2:43][CH3:44])(=[O:45])[NH:46][C:47](=[S:48])[NH:68][c:67]1[cH:66][cH:65][c:64]([O:63][c:54]2[c:53]3[cH:52][c:51]([O:50][CH3:49])[c:60]([O:61][CH3:62])[cH:59][c:58]3[n:57][cH:56][cH:55]2)[cH:70][cH:69]1. The reactants are C(=O)(N1C=NC=C1)N1C=NC=C1 (1,1′-Carbonyldiimidazole), C(C)(C)(C)OC(=O)NCCCCN1CCN(CC1)CCCCC(=O)O (5-[4-(4-tert-butoxycarbonylaminobutyl)piperazin-1-yl]pentanoic acid), C(=O)(OC(C)(C)C)N1CCNCC1 (N-Boc piperazine). Run in ClCCl (dichloromethane). Reaction conditions: time 2 hour. Product: C(C)(C)(C)OC(=O)N1CCN(CC1)C(CCCCN1CCN(CC1)CCCCNC(=O)OC(C)(C)C)=O (4-{5-[4-(4-tert-Butoxycarbonylaminobutyl)piperazin-1-yl]pentanoyl}piperazine-1-carboxylic acid tert-butyl ester), oil. Isolated yield 96.0%. Reaction SMILES: C(N1C=CN=C1)(N1C=CN=C1)=O.[C:13]([O:17][C:18]([NH:20][CH2:21][CH2:22][CH2:23][CH2:24][N:25]1[CH2:30][CH2:29][N:28]([CH2:31][CH2:32][CH2:33][CH2:34][C:35]([OH:37])=O)[CH2:27][CH2:26]1)=[O:19])([CH3:16])([CH3:15])[CH3:14].[C:38]([N:45]1[CH2:50][CH2:49][NH:48][CH2:47][CH2:46]1)([O:40][C:41]([CH3:44])([CH3:43])[CH3:42])=[O:39]>ClCCl>[C:41]([O:40][C:38]([N:45]1[CH2:50][CH2:49][N:48]([C:35](=[O:37])[CH2:34][CH2:33][CH2:32][CH2:31][N:28]2[CH2:27][CH2:26][N:25]([CH2:24][CH2:23][CH2:22][CH2:21][NH:20][C:18]([O:17][C:13]([CH3:14])([CH3:15])[CH3:16])=[O:19])[CH2:30][CH2:29]2)[CH2:47][CH2:46]1)=[O:39])([CH3:44])([CH3:42])[CH3:43]. Reported procedure: 1,1′-Carbonyldiimidazole (129 mg, 0.796 mmol) was added to a solution of 5-[4-(4-tert-butoxycarbonylaminobutyl)piperazin-1-yl]pentanoic acid (111) (219 mg, 0.613 mmol) in anhydrous dichloromethane (8 mL) and the mixture was stirred at room temperature for 2 hours. N-Boc piperazine (148 mg, 0.796 mmol) was then added in one portion and the reaction mixture was stirred at room temperature for an additional 16 hours. The mixture was then concentrated under reduced pressure, and the resulting residu...